Dataset: the Open Reaction Database (ORD), a public repository of structured organic reaction records. Task: describe an organic reaction: reactants, conditions, products, and yield Reactants: FC=1C=C(C=CC1)[N+](=O)[O-] (3-fluoronitrobenzene), C(=O)(OC(C)(C)C)N1CCNCC1 (Boc-piperazine), ice water. The solvent is CS(=O)C (DMSO). Run at temperature 100 celsius, time 3 day. Product: [N+](=O)([O-])C=1C=C(C=CC1)N1CCN(CC1)C(=O)OC(C)(C)C (tert-butyl 4-(3-nitrophenyl)piperazine-1-carboxylate). Isolated yield 33.1%. RXN SMILES: F[C:2]1[CH:3]=[C:4]([N+:8]([O-:10])=[O:9])[CH:5]=[CH:6][CH:7]=1.[C:11]([N:18]1[CH2:23][CH2:22][NH:21][CH2:20][CH2:19]1)([O:13][C:14]([CH3:17])([CH3:16])[CH3:15])=[O:12]>CS(C)=O>[N+:8]([C:4]1[CH:3]=[C:2]([N:21]2[CH2:20][CH2:19][N:18]([C:11]([O:13][C:14]([CH3:17])([CH3:16])[CH3:15])=[O:12])[CH2:23][CH2:22]2)[CH:7]=[CH:6][CH:5]=1)([O-:10])=[O:9]. Procedure: To a solution of 3-fluoronitrobenzene (2 mL, 18.8 mmol) in DMSO (20 mL) was added Boc-piperazine (10 g, 56.4 mmol), after stirring at 100° C. for 3 days, the mixture was poured to ice water, the resulting precipitate was collected by filtration to give tert-butyl 4-(3-nitrophenyl)piperazine-1-carboxylate (1.91 g). The reactants are [N+](=O)([O-])C1=CC=C(C=C1)C (p-nitrotoluene), [K+].[Br-] (KBr), C(C)(=O)O (acetic acid). Reagents/catalysts: O.O.O.O.C(C)(=O)[O-].[Co+2].C(C)(=O)[O-] (cobalt(II) acetate tetrahydrate). Yields the product [N+](=O)([O-])C1=CC=C(C(=O)O)C=C1 (p-nitrobenzoic acid). As a reaction SMILES: [N+:1]([C:4]1[CH:9]=[CH:8]C(C)=[CH:6][CH:5]=1)([O-:3])=[O:2].[K+].[Br-].[C:13]([OH:16])(=[O:15])[CH3:14]>O.O.O.O.C([O-])(=O)C.[Co+2].C([O-])(=O)C>[N+:1]([C:4]1[CH:9]=[CH:8][C:14]([C:13]([OH:16])=[O:15])=[CH:6][CH:5]=1)([O-:3])=[O:2] |f:1.2,4.5.6.7.8.9.10|. Reported procedure: 600 g of p-nitrotoluene were oxidized in 2700 ml of glacial acetic acid by the method described above, in the presence of 8 g of KBr and amounts of 5 g, 10 g, 15 g, 20 g, 30 g, 40 g and 50 g of cobalt(II) acetate tetrahydrate in Examples 1 to 7, respectively. The reaction temperature was increased to 180° to 200° C after the start-up temperature was reached, and then held constant until the absorption of oxygen had ceased. The start-up temperatures and yields of the p-nitrobenzoic acid identifie...